From a dataset of the Open Reaction Database (ORD), a public repository of structured organic reaction records. describe an organic reaction: reactants, conditions, products, and yield Starting materials: C1CCC(CC1)N=C=NC2CCCCC2 (DCC), FC(C(=O)O)(F)F (trifluoroacetic acid), Cl.NC=1SC=C(N1)C(C(=O)O)=NOC(C)(C)C(NNC(C1=CC(=C(C=C1)O)O)=O)=O (2-(2-amino-1,3-thiazol-4-yl)-2-{1-[3-(3,4-dihydroxybenzoyl)carbazoyl]-1-methylethoxyimino}acetic acid.hydrochloride), NC1[C@@H]2N(C(=C(CS2)CSC2=CC(=NC=3N2N=C(N3)CO)C)C(=O)OC(C3=CC=CC=C3)C3=CC=CC=C3)C1=O (diphenylmethyl 7-amino-3-[(2-hydroxymethyl-5-methyl-s-triazolo[1,5-a]pyrimidin-7-yl)thiomethyl]-3-cephem-4-carboxylate), ON1N=NC2=C1C=CC=C2 (1-hydroxybenzotriazole), C1(=CC=CC=C1)OC (anisole). Run in CCOCC (ether), CN(C)C=O (DMF). Reaction conditions: time 15 minute. Yields the product Cl.NC=1SC=C(N1)C(C(=O)NC1[C@@H]2N(C(=C(CS2)CSC2=CC(=NC=3N2N=C(N3)CO)C)C(=O)O)C1=O)=NOC(C)(C)C(NNC(C1=CC(=C(C=C1)O)O)=O)=O (7-{2-[2-amino-1,3-thiazol-4-yl]-2-[1-(3-(3,4-dihydroxybenzoyl)carbazoyl)-1-methylethoxyimino]acetamido}-3-[(2-hydroxymethyl-5-methyl-s-triazolo[1,5-a]pyrimidin-7-yl)thiomethyl]-3-cephem-4-carboxylic acid.hydrochloride). The yield is 65.7%. As a reaction SMILES: [ClH:1].[NH2:2][C:3]1[S:4][CH:5]=[C:6]([C:8](=[N:12][O:13][C:14]([C:17](=[O:30])[NH:18][NH:19][C:20](=[O:29])[C:21]2[CH:26]=[CH:25][C:24]([OH:27])=[C:23]([OH:28])[CH:22]=2)([CH3:16])[CH3:15])[C:9]([OH:11])=O)[N:7]=1.[NH2:31][CH:32]1[C:69](=[O:70])[N:34]2[C:35]([C:53]([O:55]C(C3C=CC=CC=3)C3C=CC=CC=3)=[O:54])=[C:36]([CH2:39][S:40][C:41]3[N:46]4[N:47]=[C:48]([CH2:50][OH:51])[N:49]=[C:45]4[N:44]=[C:43]([CH3:52])[CH:42]=3)[CH2:37][S:38][C@H:33]12.ON1C2C=CC=CC=2N=N1.C1CCC(N=C=NC2CCCCC2)CC1.FC(F)(F)C(O)=O.C1(OC)C=CC=CC=1>CN(C=O)C.CCOCC>[ClH:1].[NH2:2][C:3]1[S:4][CH:5]=[C:6]([C:8](=[N:12][O:13][C:14]([C:17](=[O:30])[NH:18][NH:19][C:20](=[O:29])[C:21]2[CH:26]=[CH:25][C:24]([OH:27])=[C:23]([OH:28])[CH:22]=2)([CH3:16])[CH3:15])[C:9]([NH:31][CH:32]2[C:69](=[O:70])[N:34]3[C:35]([C:53]([OH:55])=[O:54])=[C:36]([CH2:39][S:40][C:41]4[N:46]5[N:47]=[C:48]([CH2:50][OH:51])[N:49]=[C:45]5[N:44]=[C:43]([CH3:52])[CH:42]=4)[CH2:37][S:38][C@H:33]23)=[O:11])[N:7]=1 |f:0.1,9.10|. Procedure: In 40 ml of DMF were dissolved 6.44 g of 2-(2-amino-1,3-thiazol-4-yl)-2-{1-[3-(3,4-dihydroxybenzoyl)carbazoyl]-1-methylethoxyimino}acetic acid.hydrochloride, 12.2 g of diphenylmethyl 7-amino-3-[(2-hydroxymethyl-5-methyl-s-triazolo[1,5-a]pyrimidin-7-yl)thiomethyl]-3-cephem-4-carboxylate obtained in Example 6 and 2.6 g of 1-hydroxybenzotriazole, and the solution was ice-cooled. To the solution was added of 3.5 g of DCC, and the mixture was stirred for 15 minutes under ice-cooling and further stirr... Reactants: [Al+3], C1CCOC1, COC(=O)c1ccc(-c2nc(NC(=O)N(CCC(c3ccccc3)c3ccccc3)C(C)C)sc2Cl)cc1, [H-], [H-], [H-], [H-], [Li+]. Product: CC(C)N(CCC(c1ccccc1)c1ccccc1)C(=O)Nc1nc(-c2ccc(CO)cc2)c(Cl)s1. As a reaction SMILES: [Al+3:40].[CH2:45]1[O:46][CH2:47][CH2:48][CH2:49]1.[Cl:1][c:2]1[c:3](-[c:29]2[cH:30][cH:31][c:32]([C:33](=[O:34])[O:35][CH3:36])[cH:37][cH:38]2)[n:4][c:5]([NH:7][C:8](=[O:9])[N:10]([CH:11]([CH3:12])[CH3:13])[CH2:14][CH2:15][CH:16]([c:17]2[cH:18][cH:19][cH:20][cH:21][cH:22]2)[c:23]2[cH:24][cH:25][cH:26][cH:27][cH:28]2)[s:6]1.[H-:39].[H-:42].[H-:43].[H-:44].[Li+:41]>>[Cl:1][c:2]1[c:3](-[c:29]2[cH:30][cH:31][c:32]([CH2:33][OH:34])[cH:37][cH:38]2)[n:4][c:5]([NH:7][C:8](=[O:9])[N:10]([CH:11]([CH3:12])[CH3:13])[CH2:14][CH2:15][CH:16]([c:17]2[cH:18][cH:19][cH:20][cH:21][cH:22]2)[c:23]2[cH:24][cH:25][cH:26][cH:27][cH:28]2)[s:6]1.